Dataset: the Open Reaction Database (ORD), a public repository of structured organic reaction records. Task: describe an organic reaction: reactants, conditions, products, and yield The reactants are IC (iodomethane), O (Water), NC1=C2N(C(NC2=NC(=N1)C1=NN(C2=NC=CC=C21)CC2=C(C=CC=C2)F)=O)C (6-Amino-2-[1-(2-fluorobenzyl)-1H-pyrazolo[3,4-b]pyridin-3-yl]-7-methyl-7,9-dihydro-8H-purin-8-one), CCN(CC)P1(=NC(C)(C)C)N(CCCN1C)C (BEMP). Solvent: CN(C=O)C (dimethylformamide), CN(C=O)C (dimethylformamide). Run at temperature 0 celsius, time 3 hour. Yields the product NC1=C2N(C(N(C2=NC(=N1)C1=NN(C2=NC=CC=C21)CC2=C(C=CC=C2)F)C)=O)C (6-Amino-2-[1-(2-fluorobenzyl)-1H-pyrazolo[3,4-b]pyridin-3-yl]-7,9-dimethyl-7,9-dihydro-8H-purin-8-one). Yield: 65.4%. Reaction SMILES: [NH2:1][C:2]1[N:10]=[C:9]([C:11]2[C:19]3[C:14](=[N:15][CH:16]=[CH:17][CH:18]=3)[N:13]([CH2:20][C:21]3[CH:26]=[CH:25][CH:24]=[CH:23][C:22]=3[F:27])[N:12]=2)[N:8]=[C:7]2[C:3]=1[N:4]([CH3:29])[C:5](=[O:28])[NH:6]2.[CH3:30]CN(P1(N(C)CCCN1C)=NC(C)(C)C)CC.IC.O>CN(C)C=O>[NH2:1][C:2]1[N:10]=[C:9]([C:11]2[C:19]3[C:14](=[N:15][CH:16]=[CH:17][CH:18]=3)[N:13]([CH2:20][C:21]3[CH:26]=[CH:25][CH:24]=[CH:23][C:22]=3[F:27])[N:12]=2)[N:8]=[C:7]2[C:3]=1[N:4]([CH3:29])[C:5](=[O:28])[N:6]2[CH3:30]. Reported procedure: 300 mg (0.768 mmol) of the compound from example 41 and 211 mg (0.768 mmol) of BEMP were initially charged in 10 ml of dimethylformamide, and a solution of 109 mg (0.768 mmol) of iodomethane in 2 ml of dimethylformamide was added dropwise at 0° C. within 10 min. The mixture was stirred at 0° C. for 3 h. Water was added, which formed a precipitate. The precipitate was filtered off and purified by means of preparative HPLC (eluent: methanol/water, gradient 30:70→90:10). 203 mg of the title compoun...